Dataset: the Open Reaction Database (ORD), a public repository of structured organic reaction records. Task: describe an organic reaction: reactants, conditions, products, and yield Reactants: C(C=C)C=1C(=CC=C2C(=CC(OC12)=O)C)O (8-allyl-7-hydroxy-4-methylcoumarin), C(C)(=O)[O-].[Na+] (sodium acetate), C(C)(=O)OC(C)=O (acetic anhydride). Run in O (water). Conditions: time 4 hour. Product: C(C)(=O)OC1=CC=C2C(=CC(OC2=C1CC=C)=O)C (7-acetoxy-4-methyl-8-allylcoumarin). The yield is 94.0%. As a reaction SMILES: [CH2:1]([C:4]1[C:5]([OH:16])=[CH:6][CH:7]=[C:8]2[C:13]=1[O:12][C:11](=[O:14])[CH:10]=[C:9]2[CH3:15])[CH:2]=[CH2:3].[C:17]([O-])(=[O:19])[CH3:18].[Na+].C(OC(=O)C)(=O)C>O>[C:17]([O:16][C:5]1[C:4]([CH2:1][CH:2]=[CH2:3])=[C:13]2[C:8]([C:9]([CH3:15])=[CH:10][C:11](=[O:14])[O:12]2)=[CH:7][CH:6]=1)(=[O:19])[CH3:18] |f:1.2|. Procedure details: A solution of 8-allyl-7-hydroxy-4-methylcoumarin (61.0 g, 0.282 mol) and a few pinches of anhydrous sodium acetate in boiling acetic anhydride (480 ml.) was allowed to relux for four hours with magnetic stirring. The cooled brown mixture was then poured into water (1750 ml.) with magnetic stirring. The mixture was allowed to stir for half an hour. A brown precipitate was collected by filtration, washed with water, and dried in vacuo to obtain 7-acetoxy-4-methyl-8-allylcoumarin (68.5 g. 94% yield...